This data is from the Open Reaction Database (ORD), a public repository of structured organic reaction records. The task is: describe an organic reaction: reactants, conditions, products, and yield Starting materials: SmI2, SmI2, C1OC=2C=C(C=CC2O1)C1C(C(C2=CC=CC=C12)C1=CC2=C(C=C1)OCO2)C(=O)OCC (Ethyl (1RS,3RS)-1,3-Di-(3,4-methylenedioxy-phenyl)indane-2-carboxylate), C1OC=2C=C(C=CC2O1)C1C(=C(C2=CC=CC=C12)C1=CC2=C(C=C1)OCO2)C(=O)OCC (Ethyl(RS)-1,3-di-(3,4-Methylenedioxyphenyl)indene-2-carboxylate). The solvent is CO (MeOH). Reaction conditions: time 8 hour. Yields the product C1OC=2C=C(C=CC2O1)C1C(C(C2=CC=CC=C12)C1=CC2=C(C=C1)OCO2)C(=O)O ((1RS,3RS)-1,3-Di-(3,4-methylenedioxyphenyl)-indane-2-carboxylic acid), solid. Yield: 75.0%. RXN SMILES: [CH2:1]1[O:9][C:8]2[CH:7]=[CH:6][C:5]([CH:10]3[C:18]4[C:13](=[CH:14][CH:15]=[CH:16][CH:17]=4)[CH:12]([C:19]4[CH:24]=[CH:23][C:22]5[O:25][CH2:26][O:27][C:21]=5[CH:20]=4)[CH:11]3[C:28]([O:30]CC)=[O:29])=[CH:4][C:3]=2[O:2]1.C1OC2C=CC(C3C4C(=CC=CC=4)C(C4C=CC5OCOC=5C=4)=C3C(OCC)=O)=CC=2O1>CO>[CH2:1]1[O:9][C:8]2[CH:7]=[CH:6][C:5]([CH:10]3[C:18]4[C:13](=[CH:14][CH:15]=[CH:16][CH:17]=4)[CH:12]([C:19]4[CH:24]=[CH:23][C:22]5[O:25][CH2:26][O:27][C:21]=5[CH:20]=4)[CH:11]3[C:28]([OH:30])=[O:29])=[CH:4][C:3]=2[O:2]1. Procedure: Ethyl (1RS,3RS)-1,3-Di-(3,4-methylenedioxy-phenyl)indane-2-carboxylate. Ethyl(RS)-1,3-di-(3,4-Methylenedioxyphenyl)indene-2-carboxylate (163 mg, 0.38 mmol) was placed in MeOH (0.05 ml), and to this was added SmI2 (10 ml of 0.1M solution in THF, 1.0 mmol). The resulting mixture was stirred under an argon atmosphere overnight, at which time thin layer chromatographic analysis indicated that the reaction was incomplete. Additional SmI2 (5ml of 0.1M solution in THF, 0.5 mmol) was added, and stirring... Reactants: BrC=1C=C(C(=O)OC)C=CC1O (methyl 3-bromo-4-hydroxybenzoate), BrC1CCC1 (bromocyclobutane), C([O-])([O-])=O.[K+].[K+] (potassium carbonate). Run in CN(C)C=O (DMF), O (water). Conditions: time 3 day. Yields the product BrC=1C=C(C(=O)OC)C=CC1OC1CCC1 (Methyl 3-Bromo-4-(cyclobutyloxy)benzoate). Yield: 40.3%. As a reaction SMILES: [Br:1][C:2]1[CH:3]=[C:4]([CH:9]=[CH:10][C:11]=1[OH:12])[C:5]([O:7][CH3:8])=[O:6].Br[CH:14]1[CH2:17][CH2:16][CH2:15]1.C(=O)([O-])[O-].[K+].[K+]>CN(C=O)C.O>[Br:1][C:2]1[CH:3]=[C:4]([CH:9]=[CH:10][C:11]=1[O:12][CH:14]1[CH2:17][CH2:16][CH2:15]1)[C:5]([O:7][CH3:8])=[O:6] |f:2.3.4|. Procedure details: A mixture of methyl 3-bromo-4-hydroxybenzoate (Description 64, 2.3 g, 10 mmol), bromocyclobutane (2.0 g, 15 mmol) and potassium carbonate (2.42 g, 17.5 mmol) in DMF (25 ml) was stirred at room temperature for 3 days then at 70° C. for 6 h. The mixture was cooled, diluted with water (150 ml) and extracted with ethyl acetate (4×25 ml). The combined organic fractions were washed with aqueous sodium hydroxide (1M, 25 ml), dried (MgSO4), and the solvent was evaporated under reduced pressure to give t... Starting materials: O=C([O-])[O-], Cc1ccccc1, Clc1ccc2c(c1)CC(N1CCNCC1)c1ccccc1S2, CN1CCN(CCCl)C1=O, [I-], [K+], [K+], [K+], O. Yields the product CN1CCN(CCN2CCN(C3Cc4cc(Cl)ccc4Sc4ccccc43)CC2)C1=O. Reaction SMILES: [C:23](=[O:24])([O-:25])[O-:26].[CH3:42][c:43]1[cH:44][cH:45][cH:46][cH:47][cH:48]1.[Cl:1][c:2]1[cH:3][c:4]2[c:5]([cH:21][cH:22]1)[S:6][c:7]1[c:8]([cH:17][cH:18][cH:19][cH:20]1)[CH:9]([N:11]1[CH2:12][CH2:13][NH:14][CH2:15][CH2:16]1)[CH2:10]2.[Cl:31][CH2:32][CH2:33][N:34]1[C:35](=[O:40])[N:36]([CH3:39])[CH2:37][CH2:38]1.[I-:30].[K+:27].[K+:28].[K+:29].[OH2:41]>>[Cl:1][c:2]1[cH:3][c:4]2[c:5]([cH:21][cH:22]1)[S:6][c:7]1[c:8]([cH:17][cH:18][cH:19][cH:20]1)[CH:9]([N:11]1[CH2:12][CH2:13][N:14]([CH2:32][CH2:33][N:34]3[C:35](=[O:40])[N:36]([CH3:39])[CH2:37][CH2:38]3)[CH2:15][CH2:16]1)[CH2:10]2. Reactants: CC#N, CCN(C(C)C)C(C)C, CC(C)C(N)CO, O=C1CSC(=S)N1. Product: CC(C)C(CO)NC1=NC(=O)CS1. Reaction SMILES: [CH3:24][C:25]#[N:26].[CH:15]([N:16]([CH2:17][CH3:18])[CH:19]([CH3:20])[CH3:21])([CH3:22])[CH3:23].[NH2:1][CH:2]([CH:3]([CH3:4])[CH3:5])[CH2:6][OH:7].[S:8]1[C:9](=[S:10])[NH:11][C:12](=[O:13])[CH2:14]1>>[NH:1]([CH:2]([CH:3]([CH3:4])[CH3:5])[CH2:6][OH:7])[C:9]1=[N:11][C:12](=[O:13])[CH2:14][S:8]1.